From a dataset of the Open Reaction Database (ORD), a public repository of structured organic reaction records. describe an organic reaction: reactants, conditions, products, and yield Starting materials: C1=CC=CC=2SC3=CC=CC=C3C(C12)CC(=O)C1=CC=C(C#N)C=C1 (4-[2-(9H-thioxanthen-9-yl)acetyl]benzonitrile), C(C)O.O (ethanol water), C([O-])([O-])=O.[NH4+].[NH4+] (ammonium carbonate), [C-]#N.[K+] (potassium cyanide). The product is C(#N)C1=CC=C(C=C1)C1(C(NC(N1)=O)=O)CC1C2=CC=CC=C2SC=2C=CC=CC12 (5-(4-cyanophenyl)-5-(9H-thioxanthen-9-ylmethyl) hydantoin). RXN SMILES: [CH:1]1[C:14]2[CH:13]([CH2:15][C:16]([C:18]3[CH:25]=[CH:24][C:21]([C:22]#[N:23])=[CH:20][CH:19]=3)=O)[C:12]3[C:7](=[CH:8][CH:9]=[CH:10][CH:11]=3)[S:6][C:5]=2[CH:4]=[CH:3][CH:2]=1.[C:26](=[O:29])([O-])[O-].[NH4+:30].[NH4+:31].[C-]#N.[K+].[CH2:35]([OH:37])C.O>>[C:22]([C:21]1[CH:20]=[CH:19][C:18]([C:16]2([CH2:15][CH:13]3[C:14]4[CH:1]=[CH:2][CH:3]=[CH:4][C:5]=4[S:6][C:7]4[C:12]3=[CH:11][CH:10]=[CH:9][CH:8]=4)[NH:31][C:35](=[O:37])[NH:30][C:26]2=[O:29])=[CH:25][CH:24]=1)#[N:23] |f:1.2.3,4.5,6.7|. Procedure: Following the procedure described in Example (v) using 4-[2-(9H-thioxanthen-9-yl)acetyl]benzonitrile (3 g, 8.8 mmol), ammonium carbonate (3.1 g, 3.2 mmol) and potassium cyanide (1.03 g, 5.8 mmol) in ethanol-water (1:1, 15 ml) gave after work up a yellow solid. This was purified on flash silica eluting with dichloromethane and then ethyl acetate. The ethyl acetate fractions were combined and evaporated to a solid which was triturated with dichloromethane to give 5-(4-cyanophenyl)-5-(9H-thioxanthe... Reactants: Cl[Si](C1C(=C(C(=C1C)C)C)C)(C)C (chloro(dimethyl)(2,3,4,5-tetramethyl-2,4-cyclopentadien-1-yl)silane), BrC1=CC(=C(N)C(=C1)C)C (4-bromo-2,6-dimethylaniline), [Li]CCCC (nBuLi). Run in C1CCOC1 (THF), C1CCOC1 (THF), hexanes. Run at time 8 hour. The product is BrC1=CC(=C(C(=C1)C)N[Si](C1C(=C(C(=C1C)C)C)C)(C)C)C (N-(4-Bromo-2,6-dimethylphenyl)(dimethyl)(2,3,4,5-tetramethyl-2,4-cyclopentadien-1-yl)silanamine). RXN SMILES: [Br:1][C:2]1[CH:8]=[C:7]([CH3:9])[C:5]([NH2:6])=[C:4]([CH3:10])[CH:3]=1.[Li]CCCC.Cl[Si:17]([CH3:28])([CH3:27])[CH:18]1[C:22]([CH3:23])=[C:21]([CH3:24])[C:20]([CH3:25])=[C:19]1[CH3:26]>C1COCC1>[Br:1][C:2]1[CH:8]=[C:7]([CH3:9])[C:5]([NH:6][Si:17]([CH3:27])([CH3:28])[CH:18]2[C:22]([CH3:23])=[C:21]([CH3:24])[C:20]([CH3:25])=[C:19]2[CH3:26])=[C:4]([CH3:10])[CH:3]=1. Procedure details: Under an argon atmosphere, to a solution of 11.2 g (55.9 mmol) of 4-bromo-2,6-dimethylaniline in 170 ml of THF, 22.4 ml of 2.5 M (55.9 mmol) nBuLi in hexanes were added at −80° C. This mixture was warmed for ca. 1 hour to ambient temperature. Then, the resulting solution was added dropwise over ca. 1 hour, while vigorously stirring, to a solution of 12.0 g (55.9 mmol) of chloro(dimethyl)(2,3,4,5-tetramethyl-2,4-cyclopentadien-1-yl)silane in 80 ml of THF. The resulting mixture was stirred overnig... The reactants are CCOC(=O)CC(=O)c1cccc(C)c1, C1CCNCC1, CC(=O)O, O=Cc1ccccc1, c1ccccc1. Product: CCOC(=O)C(=Cc1ccccc1)C(=O)c1cccc(C)c1. As a reaction SMILES: [CH2:1]([CH3:2])[O:3][C:4]([CH2:5][C:6]([c:7]1[cH:8][c:9]([CH3:13])[cH:10][cH:11][cH:12]1)=[O:14])=[O:15].[CH2:28]1[CH2:29][CH2:30][NH:31][CH2:32][CH2:33]1.[CH3:24][C:25](=[O:26])[OH:27].[CH:16](=[O:17])[c:18]1[cH:19][cH:20][cH:21][cH:22][cH:23]1.[cH:34]1[cH:35][cH:36][cH:37][cH:38][cH:39]1>>[CH2:1]([CH3:2])[O:3][C:4]([C:5]([C:6]([c:7]1[cH:8][c:9]([CH3:13])[cH:10][cH:11][cH:12]1)=[O:14])=[CH:16][c:18]1[cH:19][cH:20][cH:21][cH:22][cH:23]1)=[O:15].